This data is from the Open Reaction Database (ORD), a public repository of structured organic reaction records. The task is: describe an organic reaction: reactants, conditions, products, and yield Reactants: CC(C)OC(=O)/N=N/C(=O)OC(C)C (DIAD), NC1=CC(=C(C=C1)O)Cl (4-amino-2-chloro-phenol), OCC1=NC=CC=C1 (2-hydroxymethylpyridine), C1=CC=C(C=C1)P(C2=CC=CC=C2)C3=CC=CC=C3 (Ph3P). Run in C1CCOC1 (THF). Reaction conditions: time 8 hour. Yields the product ClC=1C=C(C=CC1OCC1=NC=CC=C1)N (3-chloro-4-(pyridin-2-ylmethoxy)-phenylamine). Isolated yield 33.1%. RXN SMILES: [NH2:1][C:2]1[CH:7]=[CH:6][C:5]([OH:8])=[C:4]([Cl:9])[CH:3]=1.O[CH2:11][C:12]1[CH:17]=[CH:16][CH:15]=[CH:14][N:13]=1.C1C=CC(P(C2C=CC=CC=2)C2C=CC=CC=2)=CC=1.CC(OC(/N=N/C(OC(C)C)=O)=O)C>C1COCC1>[Cl:9][C:4]1[CH:3]=[C:2]([NH2:1])[CH:7]=[CH:6][C:5]=1[O:8][CH2:11][C:12]1[CH:17]=[CH:16][CH:15]=[CH:14][N:13]=1. Procedure: To a mixture of 4-amino-2-chloro-phenol (1.0 g, 6.96 mmol), 2-hydroxymethylpyridine (1.52 g, 13.92 mmol), Ph3P (3.65 g, 13.92 mmol) in THF (30 ml) was added DIAD (2.74 ml, 13.92 mmol). The reaction mixture was stirred overnight and then concentrated in vacuo, and dissolved in EtOAc (100 ml). The resulting solution was extracted with 1N HCl (60 ml); the aqueous layer was washed with EtOAc (2×60 ml), then basified with solid NaHCO3. The mixture was extracted with EtOAc (2×100 ml) and the combined ... Reactants: CC(=O)O, CCO, CC(NC(=O)OCc1ccccc1)c1cccc([N+](=O)[O-])c1, O. The product is CC(NC(=O)OCc1ccccc1)c1cccc(N)c1. RXN SMILES: [C:27]([OH:28])(=[O:29])[CH3:30].[CH3:23][CH2:24][OH:25].[N+:1]([O-:2])(=[O:3])[c:4]1[cH:5][c:6]([CH:10]([CH3:11])[NH:12][C:13]([O:14][CH2:15][c:16]2[cH:17][cH:18][cH:19][cH:20][cH:21]2)=[O:22])[cH:7][cH:8][cH:9]1.[OH2:26]>>[NH2:1][c:4]1[cH:5][c:6]([CH:10]([CH3:11])[NH:12][C:13]([O:14][CH2:15][c:16]2[cH:17][cH:18][cH:19][cH:20][cH:21]2)=[O:22])[cH:7][cH:8][cH:9]1. Reactants: C(C1=CC=CC=C1)OC(=O)C1(CC1)C(NC1=C(C=C(C=C1)OC1CC(NCC1)NC(=O)N1CCC(CC1)N1CCN(CC1)C)F)=O (1-[2-Fluoro-4-(2-{[4-(4-methylpiperazin-1-yl)piperidine-1-carbonyl]amino}piperidin-4-yloxy)phenylcarbamoyl]cyclopropanecarboxylic acid benzyl ester), Cl (hydrochloric acid). Solvent: C(C)(=O)OCC (ethyl acetate), C(C)(=O)OCC (ethyl acetate). Yields the product Cl.Cl.Cl.C(C1=CC=CC=C1)OC(=O)C1(CC1)C(NC1=C(C=C(C=C1)OC1CC(NCC1)NC(=O)N1CCC(CC1)N1CCN(CC1)C)F)=O (1-[2-Fluoro-4-(2-{[4-(4-methylpiperazin-1-yl)piperidine-1-carbonyl]amino}piperidin-4-yloxy)phenylcarbamoyl]cyclopropanecarboxylic acid benzyl ester trihydrochloride). As a reaction SMILES: [CH2:1]([O:8][C:9]([C:11]1([C:14](=[O:46])[NH:15][C:16]2[CH:21]=[CH:20][C:19]([O:22][CH:23]3[CH2:28][CH2:27][NH:26][CH:25]([NH:29][C:30]([N:32]4[CH2:37][CH2:36][CH:35]([N:38]5[CH2:43][CH2:42][N:41]([CH3:44])[CH2:40][CH2:39]5)[CH2:34][CH2:33]4)=[O:31])[CH2:24]3)=[CH:18][C:17]=2[F:45])[CH2:13][CH2:12]1)=[O:10])[C:2]1[CH:7]=[CH:6][CH:5]=[CH:4][CH:3]=1.[ClH:47]>C(OCC)(=O)C>[ClH:47].[ClH:47].[ClH:47].[CH2:1]([O:8][C:9]([C:11]1([C:14](=[O:46])[NH:15][C:16]2[CH:21]=[CH:20][C:19]([O:22][CH:23]3[CH2:28][CH2:27][NH:26][CH:25]([NH:29][C:30]([N:32]4[CH2:37][CH2:36][CH:35]([N:38]5[CH2:39][CH2:40][N:41]([CH3:44])[CH2:42][CH2:43]5)[CH2:34][CH2:33]4)=[O:31])[CH2:24]3)=[CH:18][C:17]=2[F:45])[CH2:13][CH2:12]1)=[O:10])[C:2]1[CH:7]=[CH:6][CH:5]=[CH:4][CH:3]=1 |f:3.4.5.6|. Procedure: 1-[2-Fluoro-4-(2-{[4-(4-methylpiperazin-1-yl)piperidine-1-carbonyl]amino}piperidin-4-yloxy)phenylcarbamoyl]cyclopropanecarboxylic acid benzyl ester (189 mg) was dissolved in ethyl acetate (6 ml), and 4N hydrochloric acid in ethyl acetate (0.3 ml) was added. The resultant mixture was concentrated under reduced pressure, and methanol (0.5 ml) and ethyl acetate (4 ml) was added. The precipitate obtained by filtration was hygroscopic, thus it was collected using methanol (10 ml). The collected solut... Reactants: CNc1ccccc1CCl, CCO, Cl, Sc1nc2c([nH]1)CCCC2. Product: CNc1ccccc1CSc1nc2c([nH]1)CCCC2. As a reaction SMILES: [CH3:12][NH:13][c:14]1[c:15]([CH2:16][Cl:17])[cH:18][cH:19][cH:20][cH:21]1.[CH3:22][CH2:23][OH:24].[ClH:11].[SH:1][c:2]1[n:3][c:4]2[c:5]([nH:6]1)[CH2:7][CH2:8][CH2:9][CH2:10]2>>[S:1]([c:2]1[n:3][c:4]2[c:5]([nH:6]1)[CH2:7][CH2:8][CH2:9][CH2:10]2)[CH2:16][c:15]1[c:14]([NH:13][CH3:12])[cH:21][cH:20][cH:19][cH:18]1. Yield: 72.0%. Reported procedure: A solution of 3-(1-methylethoxy)-2-benzofurancarboxylic acid (250 mg, 1.14 mmol) and 1,1'-carbonyldiimidazole (240 mg, 1.48 mmol) in 7 mL of tetrahydrofuran is heated at reflux for 1 hour. The reaction solution is cooled to room temperature and i-propylamine (0.58 mL, 6.84 mmol) is added and the reaction mixture is stirred at room temperature for 30 minutes. The reaction is diluted with ethyl acetate and washed with brine. The organic phase is dried over magnesium sulfate, filtered, and concentr... The reactants are CC(C)OC1=C(OC2=C1C=CC=C2)C(=O)O (3-(1-methylethoxy)-2-benzofurancarboxylic acid), C(=O)(N1C=NC=C1)N1C=NC=C1 (1,1'-carbonyldiimidazole), C(C)(C)N (i-propylamine). Run in C(C)(=O)OCC (ethyl acetate), O1CCCC1 (tetrahydrofuran). Product: CC(C)OC1=C(OC2=C1C=CC=C2)C(=O)NC(C)C (3-(1-methylethoxy)-N-(1-methylethyl)-2-benzofurancarboxamide). Run at time 30 minute. RXN SMILES: [CH3:1][CH:2]([O:4][C:5]1[C:9]2[CH:10]=[CH:11][CH:12]=[CH:13][C:8]=2[O:7][C:6]=1[C:14]([OH:16])=O)[CH3:3].C(N1C=CN=C1)(N1C=CN=C1)=O.[CH:29]([NH2:32])([CH3:31])[CH3:30]>O1CCCC1.C(OCC)(=O)C>[CH3:3][CH:2]([O:4][C:5]1[C:9]2[CH:10]=[CH:11][CH:12]=[CH:13][C:8]=2[O:7][C:6]=1[C:14]([NH:32][CH:29]([CH3:31])[CH3:30])=[O:16])[CH3:1]. The reactants are CCO, CN(C)C=Nc1snc(C#N)c1C#N, Cl, O. The product is N#Cc1nsc(N)c1C#N. As a reaction SMILES: [CH3:15][CH2:16][OH:17].[CH3:1][N:2]([CH3:3])[CH:14]=[N:4][c:5]1[c:6]([C:12]#[N:13])[c:7]([C:10]#[N:11])[n:8][s:9]1.[ClH:18].[OH2:19]>>[NH2:4][c:5]1[c:6]([C:12]#[N:13])[c:7]([C:10]#[N:11])[n:8][s:9]1. Starting materials: ClC1=C(C=NC2=CC(=C(C=C12)OC)OC)C#N (4-chloro-6,7-dimethoxy-3-quinolinecarbonitrile), Cl.N1=CC=CC=C1 (pyridine hydrochloride), NC1=CC(=C(C(=C1)Br)O)Br (4-amino-2,6-dibromophenol). The yield is 89.1%. RXN SMILES: Cl[C:2]1[C:11]2[C:6](=[CH:7][C:8]([O:14][CH3:15])=[C:9]([O:12][CH3:13])[CH:10]=2)[N:5]=[CH:4][C:3]=1[C:16]#[N:17].Cl.N1C=CC=CC=1.[NH2:25][C:26]1[CH:31]=[C:30]([Br:32])[C:29]([OH:33])=[C:28]([Br:34])[CH:27]=1>C(OCCO)C>[Br:32][C:30]1[CH:31]=[C:26]([NH:25][C:2]2[C:11]3[C:6](=[CH:7][C:8]([O:14][CH3:15])=[C:9]([O:12][CH3:13])[CH:10]=3)[N:5]=[CH:4][C:3]=2[C:16]#[N:17])[CH:27]=[C:28]([Br:34])[C:29]=1[OH:33] |f:1.2|. Procedure details: Using an analogous procedure to that described in Example 286, 248.7 mg (1 mmol) of 4-chloro-6,7-dimethoxy-3-quinolinecarbonitrile in 15 mL of 2-ethoxyethanol and in the presence of 115.6 mg (1 mmol) of pyridine hydrochloride was reacted with 320.3 mg (1.2 mmol) of 4-amino-2,6-dibromophenol to give 427.1 mg (89.2%) of the product as a gray solid, m.p.>250° C., mass (electrospray, m/e): M+H 479.7, 481.6. The solvent is C(C)OCCO (2-ethoxyethanol). The product is BrC=1C=C(C=C(C1O)Br)NC1=C(C=NC2=CC(=C(C=C12)OC)OC)C#N (4-(3,5-Dibromo-4-hydroxy-phenylamino)-6,7-dimethoxy-quinoline-3-carbonitrile). Reactants: [H-].[Na+] (NaH), C(C)(C)(C)C(=O)NC1=CC=C(C=C1)C=1C=CC=2N(C1)C(=NN2)C2=C(C=CC=C2)OC (6-(4-t-butylcarbonylaminophenyl)-3-(2-methoxyphenyl)-[1,2,4]triazolo[4,3-a]pyridine), IC (iodomethane). The solvent is C1CCOC1 (THF), C1CCOC1 (THF). Reaction conditions: temperature 0 celsius, time 2 hour. The product is CN(C1=CC=C(C=C1)C=1C=CC=2N(C1)C(=NN2)C2=C(C=CC=C2)OC)C(=O)C(C)(C)C (6-(4-(N-Methyl-t-butylcarbonylamino)phenyl)-3-(2-methoxyphenyl)-[1,2,4]triazolo[4,3-a]pyridine). Isolated yield 31.6%. Reaction SMILES: [C:1]([C:5]([NH:7][C:8]1[CH:13]=[CH:12][C:11]([C:14]2[CH:15]=[CH:16][C:17]3[N:18]([C:20]([C:23]4[CH:28]=[CH:27][CH:26]=[CH:25][C:24]=4[O:29][CH3:30])=[N:21][N:22]=3)[CH:19]=2)=[CH:10][CH:9]=1)=[O:6])([CH3:4])([CH3:3])[CH3:2].[H-].[Na+].I[CH3:34]>C1COCC1>[CH3:34][N:7]([C:5]([C:1]([CH3:4])([CH3:2])[CH3:3])=[O:6])[C:8]1[CH:9]=[CH:10][C:11]([C:14]2[CH:15]=[CH:16][C:17]3[N:18]([C:20]([C:23]4[CH:28]=[CH:27][CH:26]=[CH:25][C:24]=4[O:29][CH3:30])=[N:21][N:22]=3)[CH:19]=2)=[CH:12][CH:13]=1 |f:1.2|. Procedure: To a mixture of 6-(4-t-butylcarbonylaminophenyl)-3-(2-methoxyphenyl)-[1,2,4]triazolo[4,3-a]pyridine (120 mg, 0.29 mmol) in dry THF (20 mL) cooled at 0° C. was added NaH (12 mg, 0.32 mmol), and it was stirred for 2 h. To the mixture was added iodomethane (164 mg, 1.5 mmol) in THF (8 mL) dropwise, and the mixture was stirred at room temperature overnight. The reaction mixture was quenched with saturated NH4Cl (20 mL) and extracted with ethyl acetate (100 mL×3). The combined organic phase was dried... Reactants: C1CCOC1, Cc1noc(C)c1Cn1cc(N2C(=O)CNC2=O)cn1, CCOC(C)=O, CCOC(=O)N=NC(=O)OCC, CC(C)(C)OC(=O)NCc1cccc(CO)c1. Product: Cc1noc(C)c1Cn1cc(N2C(=O)CN(Cc3cccc(CNC(=O)OC(C)(C)C)c3)C2=O)cn1. As a reaction SMILES: [CH2:50]1[O:51][CH2:52][CH2:53][CH2:54]1.[CH3:1][c:2]1[n:3][o:4][c:5]([CH3:20])[c:6]1[CH2:7][n:8]1[n:9][cH:10][c:11]([N:13]2[C:14](=[O:19])[NH:15][CH2:16][C:17]2=[O:18])[cH:12]1.[CH3:55][CH2:56][O:57][C:58](=[O:59])[CH3:60].[O:38]=[C:39]([O:40][CH2:41][CH3:42])[N:43]=[N:44][C:45]([O:46][CH2:47][CH3:48])=[O:49].[OH:21][CH2:22][c:23]1[cH:24][c:25]([CH2:26][NH:27][C:28]([O:29][C:30]([CH3:31])([CH3:32])[CH3:33])=[O:34])[cH:35][cH:36][cH:37]1>>[CH3:1][c:2]1[n:3][o:4][c:5]([CH3:20])[c:6]1[CH2:7][n:8]1[n:9][cH:10][c:11]([N:13]2[C:14](=[O:19])[N:15]([CH2:22][c:23]3[cH:24][c:25]([CH2:26][NH:27][C:28]([O:29][C:30]([CH3:31])([CH3:32])[CH3:33])=[O:34])[cH:35][cH:36][cH:37]3)[CH2:16][C:17]2=[O:18])[cH:12]1.